This data is from the Open Reaction Database (ORD), a public repository of structured organic reaction records. The task is: describe an organic reaction: reactants, conditions, products, and yield Reactants: O=C(Cl)c1ccccc1, CC(C)CCCC(C)C1=CCC2C3CC=C4C(C)(C)C(O)CCC4(C)C3CCC12C, c1ccncc1. Product: CC(C)CCCC(C)C1=CCC2C3CC=C4C(C)(C)C(OC(=O)c5ccccc5)CCC4(C)C3CCC12C. As a reaction SMILES: [C:31]([c:32]1[cH:33][cH:34][cH:35][cH:36][cH:37]1)(=[O:38])[Cl:39].[OH:1][CH:2]1[C:3]([CH3:29])([CH3:30])[C:4]2=[CH:5][CH2:6][CH:7]3[CH:8]4[CH2:9][CH:10]=[C:11]([CH:12]([CH2:13][CH2:14][CH2:15][CH:16]([CH3:17])[CH3:18])[CH3:19])[C:20]4([CH3:28])[CH2:21][CH2:22][CH:23]3[C:24]2([CH3:27])[CH2:25][CH2:26]1.[cH:40]1[cH:41][cH:42][n:43][cH:44][cH:45]1>>[O:1]([CH:2]1[C:3]([CH3:29])([CH3:30])[C:4]2=[CH:5][CH2:6][CH:7]3[CH:8]4[CH2:9][CH:10]=[C:11]([CH:12]([CH2:13][CH2:14][CH2:15][CH:16]([CH3:17])[CH3:18])[CH3:19])[C:20]4([CH3:28])[CH2:21][CH2:22][CH:23]3[C:24]2([CH3:27])[CH2:25][CH2:26]1)[C:31]([c:32]1[cH:33][cH:34][cH:35][cH:36][cH:37]1)=[O:38]. Starting materials: [OH-].[Na+] (sodium hydroxide), C(#N)C(C(CC(=O)OC)C1=CC=C(C=C1)F)C1=CC(=CC=C1)F (methyl 4-cyano-4-(3-fluorophenyl)-3-(4-fluorophenyl)butanoate). The solvent is CO (methanol). Run at temperature 25 celsius, time 8 hour. Product: C(#N)C(C(CC(=O)O)C1=CC=C(C=C1)F)C1=CC(=CC=C1)F (4-Cyano-3-(4-fluorophenyl)-4-(3-fluorophenyl)butanoic acid). As a reaction SMILES: [OH-].[Na+].[C:3]([CH:5]([C:19]1[CH:24]=[CH:23][CH:22]=[C:21]([F:25])[CH:20]=1)[CH:6]([C:12]1[CH:17]=[CH:16][C:15]([F:18])=[CH:14][CH:13]=1)[CH2:7][C:8]([O:10]C)=[O:9])#[N:4]>CO>[C:3]([CH:5]([C:19]1[CH:24]=[CH:23][CH:22]=[C:21]([F:25])[CH:20]=1)[CH:6]([C:12]1[CH:17]=[CH:16][C:15]([F:18])=[CH:14][CH:13]=1)[CH2:7][C:8]([OH:10])=[O:9])#[N:4] |f:0.1|. Procedure details: Under protective gas (Ar), 10 ml of 2 molar aqueous sodium hydroxide solution were added to 1.75 g (5.55 mmol) of methyl 4-cyano-4-(3-fluorophenyl)-3-(4-fluorophenyl)butanoate in 50.0 ml of methanol, and the mixture was stirred at 25° C. for 8 h. The methanol was removed under reduced pressure. The residue was acidified with concentrated hydrochloric acid (pH=3) and extracted three times with in each case 15 ml of dichloromethane. The combined organic phases were dried over sodium sulphate and t... Reactants: C(#N)C(C=1C=C(N(N1)C1=CC(=CC=C1)OCCO)NC(=O)N[C@H]1CC[C@H](C2=CC=CC=C12)OC=1C=CC=2N(C1)C(=NN2)N2[C@H](CCCC2)C)(C)C (1-{5-(Cyano-dimethyl-methyl)-2-[3-(2-hydroxy-ethoxy)-phenyl]-2H-pyrazol-3-yl}-3-{(1S,4R)-4-[3-((S)-2-methyl-piperidin-1-yl)-[1,2,4]triazolo[4,3-a]pyridin-6-yloxy]-1,2,3,4-tetrahydro-naphthalen-1-yl}-urea), C[C@@H]1N([C@@H](CCC1)C)C1=NN=C2N1C=C(C=C2)O[C@@H]2CC[C@@H](C1=CC=CC=C21)NC(NC2=CC(=NN2C=2C=NN(C2)CCOS(=O)(=O)C)C(C)C)=O (Methanesulfonic acid 2-[5-(3-{(1S,4R)-4-[3-((2S,6R)-2,6-dimethyl-piperidin-1-yl)-[1,2,4]triazolo[4,3-a]pyridin-6-yloxy]-1,2,3,4-tetrahydro-naphthalen-1-yl}-ureido)-3-isopropyl-[1,4′]bipyrazolyl-1′-yl]-ethyl ester). The product is C(#N)C(C1=NN(C(=C1)NC(=O)N[C@H]1CC[C@H](C2=CC=CC=C12)OC=1C=CC=2N(C1)C(=NN2)N2[C@H](CCCC2)C)C=2C=C(OCCOS(=O)(=O)C)C=CC2)(C)C (Methanesulfonic acid 2-{3-[3-(cyano-dimethyl-methyl)-5-(3-{(1S,4R)-4-[3-((S)-2-methyl-piperidin-1-yl)-[1,2,4]triazolo[4,3-a]pyridin-6-yloxy]-1,2,3,4-tetrahydro-naphthalen-1-yl}-ureido)-pyrazol-1-yl]-phenoxy}-ethyl ester). Reaction SMILES: [C:1]([C:3]([CH3:51])([CH3:50])[C:4]1[CH:5]=[C:6]([NH:19][C:20]([NH:22][C@@H:23]2[C:32]3[C:27](=[CH:28][CH:29]=[CH:30][CH:31]=3)[C@H:26]([O:33][C:34]3[CH:35]=[CH:36][C:37]4[N:38]([C:40]([N:43]5[CH2:48][CH2:47][CH2:46][CH2:45][C@@H:44]5[CH3:49])=[N:41][N:42]=4)[CH:39]=3)[CH2:25][CH2:24]2)=[O:21])[N:7]([C:9]2[CH:14]=[CH:13][CH:12]=[C:11]([O:15][CH2:16][CH2:17][OH:18])[CH:10]=2)[N:8]=1)#[N:2].C[C@H]1CCC[C@@H](C)N1C1N2C=C(O[C@H]3C4C(=CC=CC=4)[C@@H](NC(=O)NC4N(C5C=NN(CC[O:95][S:96]([CH3:99])(=O)=[O:97])C=5)N=C(C(C)C)C=4)CC3)C=CC2=NN=1>>[C:1]([C:3]([CH3:50])([CH3:51])[C:4]1[CH:5]=[C:6]([NH:19][C:20]([NH:22][C@@H:23]2[C:32]3[C:27](=[CH:28][CH:29]=[CH:30][CH:31]=3)[C@H:26]([O:33][C:34]3[CH:35]=[CH:36][C:37]4[N:38]([C:40]([N:43]5[CH2:48][CH2:47][CH2:46][CH2:45][C@@H:44]5[CH3:49])=[N:41][N:42]=4)[CH:39]=3)[CH2:25][CH2:24]2)=[O:21])[N:7]([C:9]2[CH:10]=[C:11]([CH:12]=[CH:13][CH:14]=2)[O:15][CH2:16][CH2:17][O:18][S:96]([CH3:99])(=[O:97])=[O:95])[N:8]=1)#[N:2]. Procedure details: The title compound was prepared using Intermediate 20f in an analogous fashion to the procedures described for Intermediate A step e. LCMS (Method 3): Rt 3.64 min, m/z 768.5 [MH+]. Starting materials: CC(C)(C)OC(=O)c1cc(OCc2ccccc2)c2c(c1)OC(CO)C2, Cn1ccc(N)n1. Yields the product Cn1ccc(NC(=O)c2cc(OCc3ccccc3)c3c(c2)OC(CO)C3)n1. As a reaction SMILES: [C:1]([O:2][C:6](=[O:7])[c:8]1[cH:9][c:10]2[c:11]([c:17]([O:19][CH2:20][c:21]3[cH:22][cH:23][cH:24][cH:25][cH:26]3)[cH:18]1)[CH2:12][CH:13]([CH2:15][OH:16])[O:14]2)([CH3:3])([CH3:4])[CH3:5].[NH2:27][c:28]1[n:29][n:30]([CH3:33])[cH:31][cH:32]1>>[C:6](=[O:7])([c:8]1[cH:9][c:10]2[c:11]([c:17]([O:19][CH2:20][c:21]3[cH:22][cH:23][cH:24][cH:25][cH:26]3)[cH:18]1)[CH2:12][CH:13]([CH2:15][OH:16])[O:14]2)[NH:27][c:28]1[n:29][n:30]([CH3:33])[cH:31][cH:32]1. The reactants are C(CC1=CC=CC=C1)N (Phenethylamine), C(C=C)(=O)OC (methyl acrylate). Solvent: CO (methanol). Conditions: time 4 hour. Product: COC(CCNCCC1=CC=CC=C1)=O (N-phenethyl-β-alanine methyl ester). Isolated yield 76.2%. Reaction SMILES: [CH2:1]([NH2:9])[CH2:2][C:3]1[CH:8]=[CH:7][CH:6]=[CH:5][CH:4]=1.[C:10]([O:14][CH3:15])(=[O:13])[CH:11]=[CH2:12]>CO>[CH3:15][O:14][C:10](=[O:13])[CH2:11][CH2:12][NH:9][CH2:1][CH2:2][C:3]1[CH:8]=[CH:7][CH:6]=[CH:5][CH:4]=1. Procedure: Phenethylamine (121 g) is dissolved in methanol (500 ml) and thereto is added dropwise methyl acrylate (86 g) at room temperature. The mixture is stirred for 4 hours and then distilled to remove the solvent to give N-phenethyl-β-alanine methyl ester (157.8 g, 76%), b.p. 124°-127° C. (1.2 mmHg). Reactants: C(C)(C)(C)OC(=O)N[C@@H](C(C(=O)O)O)CC1CCCCC1 ((2RS,3R)-3-((tert-butoxycarbonyl)amino)-4-cyclohexyl-2-hydroxybutanoic acid), Cl.C(C1=CC=CC=C1)ON (O-benzyl hydroxylamine hydrochloride), Cl.CN(CCCN=C=NCC)C (1-(3-dimethylaminopropyl)-3-ethylcarbodiimide hydrochloride), ON1N=NC2=C1C=CC=C2 (1-hydroxybenzotriazole), CN1CCOCC1 (N-methylmorpholine). Solvent: ClCCl.CN(C)C=O (dichloromethane DMF), ClCCl (dichloromethane). Yields the product C(C)(C)(C)OC(=O)N[C@@H](C(C(=O)NOCC1=CC=CC=C1)O)CC1CCCCC1 ((2RS,3R)-3-(tert-butoxycarbonyl)amino-N-(benzyloxy)-4-cyclohexyl-2-hydroxybutanamide). As a reaction SMILES: [C:1]([O:5][C:6]([NH:8][C@H:9]([CH2:15][CH:16]1[CH2:21][CH2:20][CH2:19][CH2:18][CH2:17]1)[CH:10]([OH:14])[C:11]([OH:13])=O)=[O:7])([CH3:4])([CH3:3])[CH3:2].Cl.[CH2:23]([O:30][NH2:31])[C:24]1[CH:29]=[CH:28][CH:27]=[CH:26][CH:25]=1.Cl.CN(C)CCCN=C=NCC.ON1C2C=CC=CC=2N=N1.CN1CCOCC1>ClCCl.ClCCl.CN(C=O)C>[C:1]([O:5][C:6]([NH:8][C@H:9]([CH2:15][CH:16]1[CH2:21][CH2:20][CH2:19][CH2:18][CH2:17]1)[CH:10]([OH:14])[C:11]([NH:31][O:30][CH2:23][C:24]1[CH:29]=[CH:28][CH:27]=[CH:26][CH:25]=1)=[O:13])=[O:7])([CH3:2])([CH3:3])[CH3:4] |f:1.2,3.4,8.9|. Reported procedure: A solution of Example 1C (0.20 g, 0.66 mmol), O-benzyl hydroxylamine hydrochloride (0.22 g, 1.4 mmol), 1-(3-dimethylaminopropyl)-3-ethylcarbodiimide hydrochloride (0.17 g, 0.89 mmol), 1-hydroxybenzotriazole (0.14 g, 1.0 mmol), and N-methylmorpholine (0.40 mL, 3.6 mmol) in 5:1 dichloromethane/DMF (6 mL) at room temperature was stirred for 16 hours, diluted with dichloromethane, washed sequentially with aqueous NaHCO3, brine, 10% KHSO4, and brine, dried (MgSO4), filtered, and concentrated. The con... Reactants: CNCC(=O)NC=1SC=C(N1)CC(=O)OCC (2-[2-[Methylamino]acetylamino]-4-thiazoleacetic acid, ethyl ester), C(C)(C)N(C(C)C)CC (N,N-diisopropylethylamine), FC1=NC=CC(=N1)F (2,4-Difluoropyrimidine). The solvent is ClCCl (dichloromethane). The product is FC1=NC(=NC=C1)N(CC(=O)NC=1SC=C(N1)CC(=O)OCC)C (2-[2-[[4-Fluoropyrimidin-2-yl][methyl]amino]acetylamino]-4-thiazoleacetic acid, ethyl ester). As a reaction SMILES: [CH3:1][NH:2][CH2:3][C:4]([NH:6][C:7]1[S:8][CH:9]=[C:10]([CH2:12][C:13]([O:15][CH2:16][CH3:17])=[O:14])[N:11]=1)=[O:5].C(N(CC)C(C)C)(C)C.F[C:28]1[N:33]=[C:32]([F:34])[CH:31]=[CH:30][N:29]=1>ClCCl>[F:34][C:32]1[CH:31]=[CH:30][N:29]=[C:28]([N:2]([CH3:1])[CH2:3][C:4]([NH:6][C:7]2[S:8][CH:9]=[C:10]([CH2:12][C:13]([O:15][CH2:16][CH3:17])=[O:14])[N:11]=2)=[O:5])[N:33]=1. Procedure details: The product of step (i) (3.0 g) was slurried in dichloromethane (100 ml) and treated with N,N-diisopropylethylamine (4.0 ml) forming a complete solution. 2,4-Difluoropyrimidine (J. Heterocyclic Chem. 1985, 22, 149) (0.6 g) was then added quickly with stirring. After 10 minutes the solvents were evaporated under reduced pressure and the residue purified by chromatography eluting with 20% ethyl acetate in isohexane. The first and minor component of the mixture to be eluted was the subtitle compoun...